This data is from the Open Reaction Database (ORD), a public repository of structured organic reaction records. The task is: describe an organic reaction: reactants, conditions, products, and yield The reactants are OC1=CC2=C(N(C(N(C2=O)CCCOC2OCCCC2)=O)C)N=C1 (6-hydroxy-1-methyl-3-(3-((tetrahydro-2H-pyran-2-yl)oxy)propyl)pyrido[2,3-d]pyrimidine-2,4(1H,3H)-dione), OC1=CC2=C(N(C(N(C2=O)CCCOC2OCCCC2)=O)C)N=C1 (6-hydroxy-1-methyl-3-(3-((tetrahydro-2H-pyran-2-yl)oxy)propyl)pyrido[2,3-d]pyrimidine-2,4(1H,3H)-dione), C(=O)([O-])[O-].[Cs+].[Cs+] (Cs2CO3), CN(CC(=O)O)C (2-(dimethylamino)acetic acid), BrC=1C=NC=CC1 (3-bromopyridine). Reagents/catalysts: [Cu]I (CuI). The solvent is O1CCOCC1 (dioxane), CC(OCC)=O (EA), O (water). Run at temperature 135 celsius. The product is CN1C(N(C(C2=C1N=CC(=C2)OC=2C=NC=CC2)=O)CCCOC2OCCCC2)=O (1-methyl-6-(pyridin-3-yloxy)-3-(3-((tetrahydro-2H-pyran-2-yl)oxy)propyl)pyrido[2,3-d]pyrimidine-2,4(1H,3H)-dione). Yield: 73.2%. As a reaction SMILES: [OH:1][C:2]1[CH:24]=[N:23][C:5]2[N:6]([CH3:22])[C:7](=[O:21])[N:8]([CH2:11][CH2:12][CH2:13][O:14][CH:15]3[CH2:20][CH2:19][CH2:18][CH2:17][O:16]3)[C:9](=[O:10])[C:4]=2[CH:3]=1.C([O-])([O-])=O.[Cs+].[Cs+].CN(C)CC(O)=O.Br[C:39]1[CH:40]=[N:41][CH:42]=[CH:43][CH:44]=1>O1CCOCC1.CC(=O)OCC.O.[Cu]I>[CH3:22][N:6]1[C:5]2[N:23]=[CH:24][C:2]([O:1][C:39]3[CH:40]=[N:41][CH:42]=[CH:43][CH:44]=3)=[CH:3][C:4]=2[C:9](=[O:10])[N:8]([CH2:11][CH2:12][CH2:13][O:14][CH:15]2[CH2:20][CH2:19][CH2:18][CH2:17][O:16]2)[C:7]1=[O:21] |f:1.2.3|. Procedure details: To a mixture of 6-hydroxy-1-methyl-3-(3-((tetrahydro-2H-pyran-2-yl)oxy)propyl)pyrido[2,3-d]pyrimidine-2,4(1H,3H)-dione (See Compound 36, step 2, 500 mg, 1.49 mmol), CuI (85.2 mg, 0.45 mmol), Cs2CO3 (971.6 mg, 2.98 mmol) and 2-(dimethylamino)acetic acid (76.87 mg, 0.75 mmol) in dioxane (20 mL) was added 3-bromopyridine (588.9 mg, 3.73 mmol). The reaction was heated at 135° C. for 5 h followed by heating at 100° C. for 18 h, cooled to RT then diluted with EA (25 mL) and water (10 mL). The organic ...